Dataset: the Open Reaction Database (ORD), a public repository of structured organic reaction records. Task: describe an organic reaction: reactants, conditions, products, and yield Reactants: S(=O)(Cl)Cl (Thionyl chloride), CN1CC2=C(N(C=3C=CC(=CC23)C)CC(C)(O)C2=CC=C(C(=O)NC)C=C2)CC1 (4-[2-(2,8-dimethyl-1,2,3,4-tetrahydro-pyrido[4,3-b]indol-5-yl)-1-hydroxy-1-methyl-ethyl]-N-methyl-benzamide), [OH-].[K+] (KOH). Solvent: CN1CCCC1=O (NMP), O (water). Run at time 30 minute. Yields the product CN1CC2=C(N(C=3C=CC(=CC23)C)C=C(C)C2=CC=C(C(=O)NC)C=C2)CC1 (4-[2-(2,8-dimethyl-1,2,3,4-tetrahydro-pyrido[4,3-b]indol-5-yl)-1methyl-vinyl]-N-methyl-benzamide). Isolated yield 4.9%. As a reaction SMILES: S(Cl)(Cl)=O.[CH3:5][N:6]1[CH2:33][CH2:32][C:9]2[N:10]([CH2:18][C:19]([C:22]3[CH:31]=[CH:30][C:25]([C:26]([NH:28][CH3:29])=[O:27])=[CH:24][CH:23]=3)(O)[CH3:20])[C:11]3[CH:12]=[CH:13][C:14]([CH3:17])=[CH:15][C:16]=3[C:8]=2[CH2:7]1.[OH-].[K+]>CN1C(=O)CCC1.O>[CH3:5][N:6]1[CH2:33][CH2:32][C:9]2[N:10]([CH:18]=[C:19]([C:22]3[CH:23]=[CH:24][C:25]([C:26]([NH:28][CH3:29])=[O:27])=[CH:30][CH:31]=3)[CH3:20])[C:11]3[CH:12]=[CH:13][C:14]([CH3:17])=[CH:15][C:16]=3[C:8]=2[CH2:7]1 |f:2.3|. Procedure details: Thionyl chloride (1.5 mL, 20.67 mmol) was added to a solution of 4-[2-(2,8-dimethyl-1,2,3,4-tetrahydro-pyrido[4,3-b]indol-5-yl)-1-hydroxy-1-methyl-ethyl]-N-methyl-benzamide (130 mg, 0.33 mmol) and the reaction mixture stirred at RT for 30 min. The solvent was removed under vacuum to obtain the crude as a foamy solid, which was dissolved in NMP (3 mL). The reaction mixture was stirred for 5 min. Powdered KOH (186 mg, 3.32 mmol) was added and the contents heated at 80° C. for 20 min. After complet... Starting materials: ice water, S(=O)(O)[O-].[Na+] (sodium hydrogen sulfite), S(O)(O)(=O)=O (sulfuric acid), CC(CO)CCCCCCCC ((-)-2-methyldecanol), [Mn](=O)(=O)(=O)[O-].[K+] (potassium permanganate), Cl (hydrochloric acid). Run in O (water). Yields the product CC(C(=O)O)CCCCCCCC ((+)-2-metyl decanoic acid). The yield is 268.4%. RXN SMILES: S(=O)(=O)(O)O.[CH3:6][CH:7]([CH2:10][CH2:11][CH2:12][CH2:13][CH2:14][CH2:15][CH2:16][CH3:17])[CH2:8][OH:9].[Mn]([O-])(=O)(=O)=[O:19].[K+].S([O-])(O)=O.[Na+].Cl>O>[CH3:6][CH:7]([CH2:10][CH2:11][CH2:12][CH2:13][CH2:14][CH2:15][CH2:16][CH3:17])[C:8]([OH:19])=[O:9] |f:2.3,4.5|. Procedure: After 14.6 g of concentrated sulfuric acid and 8.6 g (50 mmol) of (-)-2-methyldecanol were added to 96 ml of water, 16.4 g (10.4 mmol) of potassium permanganate was added dropwise over 4 hours while the reaction temperature was held below 25° C. The thus obtained reaction mixture was poured into 300 ml of ice water, added with 30 g of sodium hydrogen sulfite, adjusted to pH of not more than 1 with hydrochloric acid, extracted with ether and then extracted with a 10% aqueous solution of sodium hy... The reactants are ON=C(C(=O)OCC)C(=O)C1=CC=C(C=C1)C (Ethyl 2-hydroxyimino-3-(4-methylphenyl)-3-oxopropionate), NCC1=CC=NC=C1 (4-aminomethylpyridine). Solvent: C=1(C(=CC=CC1)C)C (xylene). Product: CC1=CC=C(C=C1)C1=C(N=C(N1)C1=CC=NC=C1)C(=O)OCC (ethyl 5-(4-methylphenyl)-2-(4-pyridyl)imidazole-4-carboxylate). The yield is 395.1%. As a reaction SMILES: O[N:2]=[C:3]([C:9]([C:11]1[CH:16]=[CH:15][C:14]([CH3:17])=[CH:13][CH:12]=1)=O)[C:4]([O:6][CH2:7][CH3:8])=[O:5].[NH2:18][CH2:19][C:20]1[CH:25]=[CH:24][N:23]=[CH:22][CH:21]=1>C1(C)C(C)=CC=CC=1>[CH3:17][C:14]1[CH:15]=[CH:16][C:11]([C:9]2[NH:18][C:19]([C:20]3[CH:25]=[CH:24][N:23]=[CH:22][CH:21]=3)=[N:2][C:3]=2[C:4]([O:6][CH2:7][CH3:8])=[O:5])=[CH:12][CH:13]=1. Procedure: Ethyl 2-hydroxyimino-3-(4-methylphenyl)-3-oxopropionate (10.5 g) and 4-aminomethylpyridine (5.8 g) were dissolved in xylene (100 ml), and the mixture was reacted and treated in the same manner as in Starting Material Synthetic Example 1 to give ethyl 5-(4-methylphenyl)-2-(4-pyridyl)imidazole-4-carboxylate (54.2 g), melting point 182-185° C. The reactants are FC=1C(=C(C=O)C=CC1)O (3-fluoro-2-hydroxybenzaldehyde), COCCOCCl (2-methoxyethoxymethyl chloride), COC=1C=C(CC#N)C=CC1OC (3,4-dimethoxybenzyl cyanide). Yields the product COC=1C=C(C=CC1OC)/C(/C#N)=C/C1=C(C(=CC=C1)F)OCOCCOC ((Z)-2-(3,4-dimethoxy-phenyl)-3-(3-fluoro-2-methoxyethoxymethoxy-phenyl)-acrylonitrile). The yield is 62.2%. Reaction SMILES: [F:1][C:2]1[C:3]([OH:10])=[C:4]([CH:7]=[CH:8][CH:9]=1)[CH:5]=O.[CH3:11][O:12][CH2:13][CH2:14][O:15][CH2:16]Cl.[CH3:18][O:19][C:20]1[CH:21]=[C:22]([CH:26]=[CH:27][C:28]=1[O:29][CH3:30])[CH2:23][C:24]#[N:25]>>[CH3:18][O:19][C:20]1[CH:21]=[C:22](/[C:23](=[CH:5]/[C:4]2[CH:7]=[CH:8][CH:9]=[C:2]([F:1])[C:3]=2[O:10][CH2:11][O:12][CH2:13][CH2:14][O:15][CH3:16])/[C:24]#[N:25])[CH:26]=[CH:27][C:28]=1[O:29][CH3:30]. Procedure details: The hydroxyl group of 3-fluoro-2-hydroxybenzaldehyde (560 mg) was protected by use of 2-methoxyethoxymethyl chloride (500 mg) in accordance with (production process 1), to thereby produce an MEM form (660 mg, yield: 72%). The resultant MEM form (650 mg) and 3,4-dimethoxybenzyl cyanide (500 mg) were subjected to condensation in accordance with process A of (production process 2), to thereby produce (Z)-2-(3,4-dimethoxy-phenyl)-3-(3-fluoro-2-methoxyethoxymethoxy-phenyl)-acrylonitrile (680 mg, yiel... Reactants: CC=1C=CC(=CC1)S(=O)(=O)O (p-toluenesulfonate), ClC1=C(NCC#N)C=CC=C1 (o-chloroanilinoacetonitrile), C1(=CC=C(C=C1)S(=O)(=O)O)C.C(CN)N (ethylenediamine p-toluenesulfonate), ClC1=C(NCC=2NCCN2)C=CC=C1 (2-((2-chloroanilino)methyl)-2-imidazoline), CC=1C=CC(=CC1)S(=O)(=O)O (p-toluenesulfonate). Run in O (water), ClC1=C(C=CC=C1)Cl (1,2-dichlorobenzene). Yields the product C1(=CC=C(C=C1)S(=O)(=O)O)C.ClC1=C(NCC=2NCCN2)C=CC=C1 (2-((2-chloroanilino)methyl)-2-imidazoline p-toluenesulfonate), free base. As a reaction SMILES: ClC1C=CC=CC=1NCC#N.[C:12]1([CH3:22])[CH:17]=[CH:16][C:15]([S:18]([OH:21])(=[O:20])=[O:19])=[CH:14][CH:13]=1.C(N)CN.CC1C=CC(S(O)(=O)=O)=CC=1.[Cl:38][C:39]1[CH:51]=[CH:50][CH:49]=[CH:48][C:40]=1[NH:41][CH2:42][C:43]1[NH:44][CH2:45][CH2:46][N:47]=1>O.ClC1C=CC=CC=1Cl>[C:12]1([CH3:22])[CH:13]=[CH:14][C:15]([S:18]([OH:21])(=[O:19])=[O:20])=[CH:16][CH:17]=1.[Cl:38][C:39]1[CH:51]=[CH:50][CH:49]=[CH:48][C:40]=1[NH:41][CH2:42][C:43]1[NH:47][CH2:46][CH2:45][N:44]=1 |f:1.2,7.8|. Procedure: The compound 2-((2-chloroanilino)methyl)-2-imidazoline p-toluenesulfonate was prepared using substantially the same procedure described above by heating a mixture of o-chloroanilinoacetonitrile (43.9 g), ethylenediamine p-toluenesulfonate (61.5 g) and 1,2-dichlorobenzene (198 ml). The p-toluenesulfonate salt was hydrolyzed to the free base, i.e., 2-((2-chloroanilino)methyl)-2-imidazoline by slurrying the p-toluenesulfonate salt in water, basifying the slurry and extracting the mixture with CH2Cl... Starting materials: CS(=O)(=O)c1ccc(-c2nccs2)c(C(=O)O)c1, Fc1cc(C(F)(F)F)ccc1N1CCNCC1. Product: CS(=O)(=O)c1ccc(-c2nccs2)c(C(=O)N2CCN(c3ccc(C(F)(F)F)cc3F)CC2)c1. RXN SMILES: [CH3:18][S:19](=[O:20])(=[O:21])[c:22]1[cH:23][cH:24][c:25](-[c:31]2[s:32][cH:33][cH:34][n:35]2)[c:26]([C:27](=[O:28])[OH:29])[cH:30]1.[F:1][c:2]1[c:3]([N:12]2[CH2:13][CH2:14][NH:15][CH2:16][CH2:17]2)[cH:4][cH:5][c:6]([C:8]([F:9])([F:10])[F:11])[cH:7]1>>[F:1][c:2]1[c:3]([N:12]2[CH2:13][CH2:14][N:15]([C:27]([c:26]3[c:25](-[c:31]4[s:32][cH:33][cH:34][n:35]4)[cH:24][cH:23][c:22]([S:19]([CH3:18])(=[O:20])=[O:21])[cH:30]3)=[O:28])[CH2:16][CH2:17]2)[cH:4][cH:5][c:6]([C:8]([F:9])([F:10])[F:11])[cH:7]1.